This data is from the Open Reaction Database (ORD), a public repository of structured organic reaction records. The task is: describe an organic reaction: reactants, conditions, products, and yield The reactants are CCN(C(C)C)C(C)C, Cl, NCc1cccc2c1C(=O)N(C1CCC(=O)NC1=O)C2=O, O=C=Nc1ccc2ccccc2c1, c1ccncc1. The product is O=C1CCC(N2C(=O)c3cccc(CNC(=O)Nc4ccc5ccccc5c4)c3C2=O)C(=O)N1. RXN SMILES: [CH:36]([N:37]([CH:38]([CH3:39])[CH3:40])[CH2:41][CH3:42])([CH3:43])[CH3:44].[ClH:1].[NH2:2][CH2:3][c:4]1[c:5]2[c:9]([cH:10][cH:11][cH:12]1)[C:8](=[O:13])[N:7]([CH:14]1[C:15](=[O:21])[NH:16][C:17](=[O:20])[CH2:18][CH2:19]1)[C:6]2=[O:22].[cH:23]1[c:24]([N:33]=[C:34]=[O:35])[cH:25][cH:26][c:27]2[cH:28][cH:29][cH:30][cH:31][c:32]12.[cH:45]1[cH:46][cH:47][n:48][cH:49][cH:50]1>>[NH:2]([CH2:3][c:4]1[c:5]2[c:9]([cH:10][cH:11][cH:12]1)[C:8](=[O:13])[N:7]([CH:14]1[C:15](=[O:21])[NH:16][C:17](=[O:20])[CH2:18][CH2:19]1)[C:6]2=[O:22])[C:34]([NH:33][c:24]1[cH:23][c:32]2[c:27]([cH:26][cH:25]1)[cH:28][cH:29][cH:30][cH:31]2)=[O:35]. The reactants are O(C1=CC=CC=C1)C1=CC=C(N)C=C1 (4-phenoxyaniline), C(C)OC=C(C(=O)OCC)C(=O)OCC (diethyl 2-(ethoxymethylene)malonate). Yields the product OC1=C(C=NC2=CC=C(C=C12)OC1=CC=CC=C1)C(=O)OCC (ethyl 4-hydroxy-6-phenoxyquinoline-3-carboxylate). RXN SMILES: [O:1]([C:8]1[CH:14]=[CH:13][C:11]([NH2:12])=[CH:10][CH:9]=1)[C:2]1[CH:7]=[CH:6][CH:5]=[CH:4][CH:3]=1.C([O:17][CH:18]=[C:19]([C:25](OCC)=O)[C:20]([O:22][CH2:23][CH3:24])=[O:21])C>>[OH:17][C:18]1[C:10]2[C:11](=[CH:13][CH:14]=[C:8]([O:1][C:2]3[CH:3]=[CH:4][CH:5]=[CH:6][CH:7]=3)[CH:9]=2)[N:12]=[CH:25][C:19]=1[C:20]([O:22][CH2:23][CH3:24])=[O:21]. Reported procedure: Prepared as in Example 1c from 4-phenoxyaniline and diethyl 2-(ethoxymethylene)malonate as a white solid (41%). 1H NMR (400 MHz, DMSO-d6) δ 1.24 (t, J=8.0 Hz, 3H), 4.18 (q, J=8.0 Hz, 2H), 7.07 (d, J=8.0 Hz, 2H), 7.20 (t, J=8.0 Hz, 1H), 7.43 (t, J=8.0 Hz, 2H), 7.47 (m, 2H), 7.69 (d, J=12.0 Hz, 1H), 12.39 (bs, 1H). MS 310 (MH+).